From a dataset of the Open Reaction Database (ORD), a public repository of structured organic reaction records. describe an organic reaction: reactants, conditions, products, and yield Reactants: compound 116, N(=[N+]=[N-])C=1C=CC(=C(C1)C(=O)C1=C(C=C(C=C1)NC1=C(C=C(C=C1)F)C)Cl)C ((5-Azido-2-methyl-phenyl)-[2-chloro-4-(4-fluoro-2-methyl-phenylamino)-phenyl]-methanone), C(CC#C)O (but-3-yn-1-ol). Yields the product ClC1=C(C=CC(=C1)NC1=C(C=C(C=C1)F)C)C(=O)C1=C(C=CC(=C1)N1N=NC(=C1)CCO)C ([2-Chloro-4-(4-fluoro-2-methyl-phenylamino)-phenyl]-{5-[4-(2-hydroxy-ethyl)-[1,2,3]triazol-1-yl]-2-methyl-phenyl}-methanone). As a reaction SMILES: [N:1]([C:4]1[CH:5]=[CH:6][C:7]([CH3:28])=[C:8]([C:10]([C:12]2[CH:17]=[CH:16][C:15]([NH:18][C:19]3[CH:24]=[CH:23][C:22]([F:25])=[CH:21][C:20]=3[CH3:26])=[CH:14][C:13]=2[Cl:27])=[O:11])[CH:9]=1)=[N+:2]=[N-:3].[CH2:29]([OH:33])[CH2:30][C:31]#[CH:32]>>[Cl:27][C:13]1[CH:14]=[C:15]([NH:18][C:19]2[CH:24]=[CH:23][C:22]([F:25])=[CH:21][C:20]=2[CH3:26])[CH:16]=[CH:17][C:12]=1[C:10]([C:8]1[CH:9]=[C:4]([N:1]2[CH:32]=[C:31]([CH2:30][CH2:29][OH:33])[N:3]=[N:2]2)[CH:5]=[CH:6][C:7]=1[CH3:28])=[O:11]. Procedure: The reaction was carried out similarly as described in the preparation of compound 116, using compound 439 (0.29 mmol) and but-3-yn-1-ol (0.40 mmol). The crude product was purified by continuous gradient flash chromatography using MeOH/DCM 0:100 to 5:95 as the eluent to afford the title compound. The reactants are COC(=O)CCCCCCCBr, CCOCC, [H-], [Na+], CN(C)C=O, O, c1ccc(-c2c[nH]nc2-c2ccccc2)cc1. The product is COC(=O)CCCCCCCn1cc(-c2ccccc2)c(-c2ccccc2)n1. Reaction SMILES: [Br:25][CH2:26][CH2:27][CH2:28][CH2:29][CH2:30][CH2:31][CH2:32][C:33](=[O:34])[O:35][CH3:36].[CH3:38][CH2:39][O:40][CH2:41][CH3:42].[H-:1].[Na+:2].[O:3]=[CH:4][N:5]([CH3:6])[CH3:7].[OH2:37].[c:8]1(-[c:14]2[n:15][nH:16][cH:17][c:18]2-[c:19]2[cH:20][cH:21][cH:22][cH:23][cH:24]2)[cH:9][cH:10][cH:11][cH:12][cH:13]1>>[c:8]1(-[c:14]2[n:15][n:16]([CH2:26][CH2:27][CH2:28][CH2:29][CH2:30][CH2:31][CH2:32][C:33](=[O:34])[O:35][CH3:36])[cH:17][c:18]2-[c:19]2[cH:20][cH:21][cH:22][cH:23][cH:24]2)[cH:9][cH:10][cH:11][cH:12][cH:13]1. Starting materials: COCCCCN1C(=NC2=C1C=CC=C2)C(Cl)(Cl)Cl (1-(4-Methoxybutyl)-2-trichloromethyl-1H-benzimidazole), C(CCC(=O)O)(=O)O.CC(CN[C@@H]1CN(C[C@@H](C1)C(=O)N1CCOCC1)C(=O)OC(C)(C)C)C (tert-Butyl (3S,5R)-3-[(2-methylpropyl)amino]-5-(morpholin-4-ylcarbonyl)piperidine-1-carboxylate succinate), C(C)#N (acetonitrile), C([O-])([O-])=O.[K+].[K+] (potassium carbonate). Run in CS(=O)C (Dimethyl sulfoxide), O (water), C1(=CC=CC=C1)C (toluene), O (water). Run at temperature 40 celsius, time 10 minute. The product is COCCCCN1C(=NC2=C1C=CC=C2)C(=O)N([C@@H]2CN(C[C@@H](C2)C(=O)N2CCOCC2)C(=O)OC(C)(C)C)CC(C)C (tert-butyl (3S,5R)-3-[{[1-(4-methoxybutyl)-1H-benzimidazol-2-yl]carbonyl}(2-methylpropyl)amino]-5-(morpholin-4-ylcarbonyl)piperidine-1-carboxylate). Isolated yield 18548.2%. As a reaction SMILES: C(O)(=O)CCC(O)=O.[CH3:9][CH:10]([CH3:34])[CH2:11][NH:12][C@H:13]1[CH2:18][C@@H:17]([C:19]([N:21]2[CH2:26][CH2:25][O:24][CH2:23][CH2:22]2)=[O:20])[CH2:16][N:15]([C:27]([O:29][C:30]([CH3:33])([CH3:32])[CH3:31])=[O:28])[CH2:14]1.C(#N)C.[C:38](=[O:41])([O-])[O-].[K+].[K+].[CH3:44][O:45][CH2:46][CH2:47][CH2:48][CH2:49][N:50]1[C:54]2[CH:55]=[CH:56][CH:57]=[CH:58][C:53]=2[N:52]=[C:51]1C(Cl)(Cl)Cl>C1(C)C=CC=CC=1.O.CS(C)=O>[CH3:44][O:45][CH2:46][CH2:47][CH2:48][CH2:49][N:50]1[C:54]2[CH:55]=[CH:56][CH:57]=[CH:58][C:53]=2[N:52]=[C:51]1[C:38]([N:12]([CH2:11][CH:10]([CH3:34])[CH3:9])[C@H:13]1[CH2:18][C@@H:17]([C:19]([N:21]2[CH2:26][CH2:25][O:24][CH2:23][CH2:22]2)=[O:20])[CH2:16][N:15]([C:27]([O:29][C:30]([CH3:32])([CH3:31])[CH3:33])=[O:28])[CH2:14]1)=[O:41] |f:0.1,3.4.5|. Procedure details: tert-Butyl (3S,5R)-3-[(2-methylpropyl)amino]-5-(morpholin-4-ylcarbonyl)piperidine-1-carboxylate succinate (30.3 g, 62.2 mmol), acetonitrile (60.0 mL) and water (40.0 mL) were charged. Then, potassium carbonate (34.4 g, 0.249 mmol) was added, and the mixture was stirred for 10 min. 1-(4-Methoxybutyl)-2-trichloromethyl-1H-benzimidazole (20.0 g, 62.2 mmol) was added, and the mixture was stirred at 70-80° C. for 2 hr. Dimethyl sulfoxide (15.0 mL) was added, and the mixture was stirred at 70-80° C. f... Starting materials: CC(C)(C)OC(=O)Nc1ccc(O)cc1, CN(C)C=O, [H-], O=[N+]([O-])c1cccc(S(=O)(=O)OCC2CO2)c1, [Na+]. Product: CC(C)(C)OC(=O)Nc1ccc(OCC2CO2)cc1. RXN SMILES: [C:3]([CH3:4])([CH3:5])([CH3:6])[O:7][C:8](=[O:9])[NH:10][c:11]1[cH:12][cH:13][c:14]([OH:17])[cH:15][cH:16]1.[CH3:35][N:36]([CH3:37])[CH:38]=[O:39].[H-:1].[N+:18]([c:19]1[cH:20][c:21]([S:22]([O:23][CH2:31][CH:32]2[CH2:33][O:34]2)(=[O:24])=[O:25])[cH:26][cH:27][cH:28]1)([O-:29])=[O:30].[Na+:2]>>[C:3]([CH3:4])([CH3:5])([CH3:6])[O:7][C:8](=[O:9])[NH:10][c:11]1[cH:12][cH:13][c:14]([O:17][CH2:31][CH:32]2[CH2:33][O:34]2)[cH:15][cH:16]1. The reactants are C(C)(=O)O (acetic acid), C(C)OC(CN1N=CC=2C(CCCC12)NS(=O)(=O)C=1C=NC(=C(C1)Br)Cl)=O ([4-(5-Bromo-6-chloro-pyridine-3-sulfonylamino)-4,5,6,7-tetrahydro-indazol-1-yl]-acetic acid ethyl ester), [H-].[Na+] (sodium hydride), ClC1=CC=C(C=C1)O (4-chlorophenol). Run in CN(C=O)C (N,N-dimethylformamide). Run at temperature 100 celsius. The product is C(C)OC(CN1N=CC=2C(CCCC12)NS(=O)(=O)C=1C=NC(=C(C1)Br)OC1=CC=C(C=C1)Cl)=O ({4-[5-bromo-6-(4-chloro-phenoxy)-pyridine-3-sulfonylamino]-4,5,6,7-tetrahydro-indazol-1-yl}-acetic acid ethyl ester). The yield is 52.6%. RXN SMILES: [CH2:1]([O:3][C:4](=[O:27])[CH2:5][N:6]1[C:14]2[CH2:13][CH2:12][CH2:11][CH:10]([NH:15][S:16]([C:19]3[CH:20]=[N:21][C:22](Cl)=[C:23]([Br:25])[CH:24]=3)(=[O:18])=[O:17])[C:9]=2[CH:8]=[N:7]1)[CH3:2].[H-].[Na+].[Cl:30][C:31]1[CH:36]=[CH:35][C:34]([OH:37])=[CH:33][CH:32]=1.C(O)(=O)C>CN(C)C=O>[CH2:1]([O:3][C:4](=[O:27])[CH2:5][N:6]1[C:14]2[CH2:13][CH2:12][CH2:11][CH:10]([NH:15][S:16]([C:19]3[CH:20]=[N:21][C:22]([O:37][C:34]4[CH:35]=[CH:36][C:31]([Cl:30])=[CH:32][CH:33]=4)=[C:23]([Br:25])[CH:24]=3)(=[O:17])=[O:18])[C:9]=2[CH:8]=[N:7]1)[CH3:2] |f:1.2|. Procedure: The mixture of [4-(5-Bromo-6-chloro-pyridine-3-sulfonylamino)-4,5,6,7-tetrahydro-indazol-1-yl]-acetic acid ethyl ester (50 mg, 0.10 mmol), sodium hydride (60% dispersed in mineral oil, 20 mg, 0.50 mmol) and 4-chlorophenol (0.4 mL, 3.79 mmol) in N,N-dimethylformamide (1.5 mL) was heated in a microwave oven at 100° C. for 15 minutes, then acidified with acetic acid to pH 5, filtered through a glass funnel and purified by preparative HPLC to afford {4-[5-bromo-6-(4-chloro-phenoxy)-pyridine-3-sulfon... Reactants: CC(C)C1=C(C(=CC=C1)C(C)C)CC(=O)C=1C(=C(C(=CC1)C(C)C)OS(N)(=O)=O)C(C)C (Sulfamic acid[[2,6-bis(1-methylethyl)phenyl]acetyl]-2,6-bis(1-methylethyl)phenyl ester), C(C)(C)C1=C(C(=CC=C1)C(C)C)CC(=O)O (2,6-diisopropylphenylacetic acid), C1=CC=CC=2OC3=CC=CC=C3C(C12)C(=O)O (xanthene-9-carboxylic acid). Yields the product C1=CC=CC=2OC3=CC=CC=C3C(C12)C(=O)C=1C(=C(C(=CC1)C(C)C)OS(N)(=O)=O)C(C)C (sulfamic acid[(9H-xanthen-9-yl)carbonyl]-2,6-bis(1-methylethyl)phenyl ester). RXN SMILES: CC(C1C=CC=C(C(C)C)C=1CC([C:16]1[C:17]([CH:30]([CH3:32])[CH3:31])=[C:18]([O:25][S:26](=[O:29])(=[O:28])[NH2:27])[C:19]([CH:22]([CH3:24])[CH3:23])=[CH:20][CH:21]=1)=O)C.C(C1C=CC=C(C(C)C)C=1CC(O)=O)(C)C.[CH:49]1[C:62]2[CH:61]([C:63](O)=[O:64])[C:60]3[C:55](=[CH:56][CH:57]=[CH:58][CH:59]=3)[O:54][C:53]=2[CH:52]=[CH:51][CH:50]=1>>[CH:59]1[C:60]2[CH:61]([C:63]([C:16]3[C:17]([CH:30]([CH3:32])[CH3:31])=[C:18]([O:25][S:26](=[O:28])(=[O:29])[NH2:27])[C:19]([CH:22]([CH3:24])[CH3:23])=[CH:20][CH:21]=3)=[O:64])[C:62]3[C:53](=[CH:52][CH:51]=[CH:50][CH:49]=3)[O:54][C:55]=2[CH:56]=[CH:57][CH:58]=1. Reported procedure: This compound was prepared in the same manner as for the title compound of Example 1, except that 2,6-diisopropylphenylacetic acid was replaced with xanthene-9-carboxylic acid, mp 180°-181° C. The reactants are [OH-].[Na+] (sodium hydroxide), COC=1C=C(C=CC1OC)S(=O)(=O)C(C(C(=O)OC)(C)C)CCCCC1=CC=CC=C1 (methyl 3-(3,4-dimethoxybenzenesulfonyl)-2,2-dimethyl-7-phenylheptanoate). Run in O (water), CO (MeOH). Product: COC=1C=C(C=CC1OC)S(=O)(=O)C(C(C(=O)O)(C)C)CCCCC1=CC=CC=C1 (3-(3,4-dimethoxyphenylsulfonyl)-2,2-dimethyl-7-phenylheptanoic acid). Yield: 73.1%. As a reaction SMILES: [OH-].[Na+].[CH3:3][O:4][C:5]1[CH:6]=[C:7]([S:13]([CH:16]([CH2:24][CH2:25][CH2:26][CH2:27][C:28]2[CH:33]=[CH:32][CH:31]=[CH:30][CH:29]=2)[C:17]([CH3:23])([CH3:22])[C:18]([O:20]C)=[O:19])(=[O:15])=[O:14])[CH:8]=[CH:9][C:10]=1[O:11][CH3:12]>O.CO>[CH3:3][O:4][C:5]1[CH:6]=[C:7]([S:13]([CH:16]([CH2:24][CH2:25][CH2:26][CH2:27][C:28]2[CH:29]=[CH:30][CH:31]=[CH:32][CH:33]=2)[C:17]([CH3:22])([CH3:23])[C:18]([OH:20])=[O:19])(=[O:14])=[O:15])[CH:8]=[CH:9][C:10]=1[O:11][CH3:12] |f:0.1|. Reported procedure: A solution of sodium hydroxide (0.31 g, 7.7 mmol) in water (4 mL) is added to a solution of methyl 3-(3,4-dimethoxybenzenesulfonyl)-2,2-dimethyl-7-phenylheptanoate (0.78 g, 1.7 mmol) in MeOH (6 mL). The reaction is heated at reflux 24 hours. The solvent is then removed in vacuo, CH2Cl2 (20 mL) added and the solution washed with 1 N HCl (2×40 mL). The organic layer is dried over MgSO4 and the solvent removed in vacuo to afford 3-(3,4-dimethoxyphenylsulfonyl)-2,2-dimethyl-7-phenylheptanoic acid (0... Reactants: ClC1=C(C=C2C(C(=CN(C2=N1)C1CC1)C(=O)O)=O)F (7-chloro-1-cyclopropyl-6-fluoro-1,4-dihydro-4-oxo-1,8-naphthyridine-3-carboxylic acid), C(CC)NCC1CNCC1 (3-[(propylamino]methyl]pyrrolidine), N12CCCCCC2=NCCC1 (1,8-diazabicyclo[5.4.0]undec-7-ene). Solvent: C(C)#N (acetonitrile). Reaction conditions: time 2.5 hour. Yields the product C(CC)NCC1CN(CC1)C1=C(C=C2C(C(=CN(C2=N1)C1CC1)C(=O)O)=O)F (7-[3-[(Propylamino)methyl]-1-pyrrolidinyl]-1-cyclopropyl-6fluoro-1,4-dihydro-4-oxo-1,8-naphthyridine-3-carboxylic Acid). Yield: 74.0%. As a reaction SMILES: Cl[C:2]1[N:11]=[C:10]2[C:5]([C:6](=[O:18])[C:7]([C:15]([OH:17])=[O:16])=[CH:8][N:9]2[CH:12]2[CH2:14][CH2:13]2)=[CH:4][C:3]=1[F:19].[CH2:20]([NH:23][CH2:24][CH:25]1[CH2:29][CH2:28][NH:27][CH2:26]1)[CH2:21][CH3:22].N12CCCN=C1CCCCC2>C(#N)C>[CH2:20]([NH:23][CH2:24][CH:25]1[CH2:29][CH2:28][N:27]([C:2]2[N:11]=[C:10]3[C:5]([C:6](=[O:18])[C:7]([C:15]([OH:17])=[O:16])=[CH:8][N:9]3[CH:12]3[CH2:14][CH2:13]3)=[CH:4][C:3]=2[F:19])[CH2:26]1)[CH2:21][CH3:22]. Procedure details: A suspension of 1.13 g (4.0 mmole) of 7-chloro-1-cyclopropyl-6-fluoro-1,4-dihydro-4-oxo-1,8-naphthyridine-3-carboxylic acid, 0.63 g (4.4 mmole) of 3-[(propylamino]methyl]pyrrolidine, 1.22 g (8.0 mmole) of 1,8-diazabicyclo[5.4.0]undec-7-ene and 30 ml of acetonitrile was stirred at room temperature for 2.5 hours. The precipitate was removed by filtration, washed with acetonitrile and dried in vacuo to give 1.15 g (74%) of the title compound, mp 230°-233° C. Reactants: COC=1C=C2CCC(C2=CC1OC)=O (5,6 dimethoxyindan-1-one), Compound 3a, FC=1C=C(C=CC1)N=C=S (3-fluoro-phenyl isothiocyanate), Compound 4a, C[Si]([Si](C)(C)C)(C)C.[Li] (lithium hexamethyldisilane), HCl-ether, NN (Hydrazine). The solvent is C1CCOC1 (THF), O (water), C(C)(=O)O (acetic acid). Product: FC=1C=C(C=CC1)NC1=C2C(=NN1)C1=CC(=C(C=C1C2)OC)OC ((3-Fluoro-phenyl)-(6,7-dimethoxy-2,4-dihydro-indeno[1,2-c]pyrazol-3-yl)-amine). As a reaction SMILES: [CH3:1][O:2][C:3]1[CH:4]=[C:5]2[C:9](=[CH:10][C:11]=1[O:12][CH3:13])[C:8](=O)[CH2:7][CH2:6]2.[F:15][C:16]1[CH:17]=[C:18]([N:22]=[C:23]=S)[CH:19]=[CH:20][CH:21]=1.C[Si](C)(C)[Si](C)(C)C.[Li].[NH2:34][NH2:35]>O.C(O)(=O)C.C1COCC1>[F:15][C:16]1[CH:17]=[C:18]([NH:22][C:23]2[NH:35][N:34]=[C:8]3[C:9]4[C:5]([CH2:6][C:7]=23)=[CH:4][C:3]([O:2][CH3:1])=[C:11]([O:12][CH3:13])[CH:10]=4)[CH:19]=[CH:20][CH:21]=1 |f:2.3,^1:32|. Procedure details: A mixture of 5,6 dimethoxyindan-1-one, Compound 3a, (3.0 g, 0.0154 mole), 3-fluoro-phenyl isothiocyanate, Compound 4a, (2.4 g, 0.0157 mole) and THF (3.0 mL) was added to lithium hexamethyldisilane (15.4 mL, 0.0154 mole) dropwise at room temperature with stirring. The reaction mixture was stirred for 12 hrs. Hydrazine (0.75 mL, 0.0154 mole) and acetic acid (0.96 mL) were added to the reaction mixture, which was then heated at the reflux temperature for 24 hrs. The resulting mixture was first adde... Starting materials: COC1=C(CN(S(=O)(=O)C2=C(C=C(C=C2)O[C@@H]2[C@H](CCC2)C2=CC=NN2C)F)C2=NC=NC=C2)C=CC(=C1)OC (N-(2,4-dimethoxybenzyl)-2-fluoro-4-{[(1S,2R)-2-(1-methyl-1H-pyrazol-5-yl)cyclopentyl]oxy}-N-(pyrimidin-4-yl)benzenesulfonamide), C(C)[SiH](CC)CC (triethylsilane). Run in ClCCl (dichloromethane), FC(C(=O)O)(F)F (trifluoroacetic acid). Run at time 1 hour. Yields the product FC1=C(C=CC(=C1)O[C@@H]1[C@H](CCC1)C1=CC=NN1C)S(=O)(=O)NC1=NC=NC=C1 (2-Fluoro-4-{[(1S,2R)-2-(1-methyl-1H-pyrazol-5-yl)cyclopentyl]oxy}-N-(pyrimidin-4-yl)benzenesulfonamide). RXN SMILES: COC1C=C(OC)C=CC=1C[N:6]([C:29]1[CH:34]=[CH:33][N:32]=[CH:31][N:30]=1)[S:7]([C:10]1[CH:15]=[CH:14][C:13]([O:16][C@H:17]2[CH2:21][CH2:20][CH2:19][C@@H:18]2[C:22]2[N:26]([CH3:27])[N:25]=[CH:24][CH:23]=2)=[CH:12][C:11]=1[F:28])(=[O:9])=[O:8].C([SiH](CC)CC)C>ClCCl.FC(F)(F)C(O)=O>[F:28][C:11]1[CH:12]=[C:13]([O:16][C@H:17]2[CH2:21][CH2:20][CH2:19][C@@H:18]2[C:22]2[N:26]([CH3:27])[N:25]=[CH:24][CH:23]=2)[CH:14]=[CH:15][C:10]=1[S:7]([NH:6][C:29]1[CH:34]=[CH:33][N:32]=[CH:31][N:30]=1)(=[O:8])=[O:9]. Reported procedure: To a solution of the N-(2,4-dimethoxybenzyl)-2-fluoro-4-{[(1S,2R)-2-(1-methyl-1H-pyrazol-5-yl)cyclopentyl]oxy}-N-(pyrimidin-4-yl)benzenesulfonamide (8.35 g, 14.7 mmol) prepared in Example 124b and triethylsilane (11.75 mL, 73.6 mmol) in dichloromethane (147 mL), trifluoroacetic acid (14.7 mL) was added at room temperature, and the reaction solution was stirred for 1 hour. The reaction solution was concentrated, and the residue was purified with silica gel chromatography (ethyl acetate) to yield ...